This data is from the Open Reaction Database (ORD), a public repository of structured organic reaction records. The task is: describe an organic reaction: reactants, conditions, products, and yield Reactants: CCOc1cc(C(C)(C)C)ncc1C1=NC(C)(c2ccc(Cl)cc2)C(C)(c2ccc(Cl)cc2)N1C(=O)N1CCN(CC(=O)O)CC1, CNC(C)C, Cl. Product: CCOc1cc(C(C)(C)C)ncc1C1=NC(C)(c2ccc(Cl)cc2)C(C)(c2ccc(Cl)cc2)N1C(=O)N1CCN(CC(=O)N(C)C(C)C)CC1. Reaction SMILES: [C:2]([CH3:3])([CH3:4])([CH3:5])[c:6]1[cH:7][c:8]([O:45][CH2:46][CH3:47])[c:9]([C:12]2=[N:16][C:15]([CH3:17])([c:18]3[cH:19][cH:20][c:21]([Cl:24])[cH:22][cH:23]3)[C:14]([CH3:25])([c:26]3[cH:27][cH:28][c:29]([Cl:32])[cH:30][cH:31]3)[N:13]2[C:33](=[O:34])[N:35]2[CH2:36][CH2:37][N:38]([CH2:41][C:42](=[O:43])[OH:44])[CH2:39][CH2:40]2)[cH:10][n:11]1.[CH:48]([CH3:49])([CH3:50])[NH:51][CH3:52].[ClH:1]>>[C:2]([CH3:3])([CH3:4])([CH3:5])[c:6]1[cH:7][c:8]([O:45][CH2:46][CH3:47])[c:9]([C:12]2=[N:16][C:15]([CH3:17])([c:18]3[cH:19][cH:20][c:21]([Cl:24])[cH:22][cH:23]3)[C:14]([CH3:25])([c:26]3[cH:27][cH:28][c:29]([Cl:32])[cH:30][cH:31]3)[N:13]2[C:33](=[O:34])[N:35]2[CH2:36][CH2:37][N:38]([CH2:41][C:42](=[O:43])[N:51]([CH:48]([CH3:49])[CH3:50])[CH3:52])[CH2:39][CH2:40]2)[cH:10][n:11]1. The reactants are COC=1C=C(C=CC1OC)CCN1CC(CCC1)CN1CCC2=C(CC1=O)C=C(C(=C2)OC)OC (3-[(N-(2-(3,4-dimethoxy-phenyl)-ethyl)-piperidin-3-yl)-methyl]-7, 8-dimethoxy-1,3,4,5-tetrahydro2H-3-benzazepin-2-one), [Se](=O)=O (selenium dioxide). Solvent: O1CCOCC1.O (dioxan water), C(C)O (ethanol). Yields the product COC=1C=C(C=CC1OC)CCN1CC(CCC1)CN1CCC2=C(C(C1=O)=O)C=C(C(=C2)OC)OC (3-[(N-(2-(3,4-Dimethoxy-phenyl)-ethyl)-piperidin-3-yl)methyl]-7,8-dimethoxy-1,3,4, 5-tetrahydro-2H-3-benzazepin-1,2-dione). As a reaction SMILES: [CH3:1][O:2][C:3]1[CH:4]=[C:5]([CH2:11][CH2:12][N:13]2[CH2:18][CH2:17][CH2:16][CH:15]([CH2:19][N:20]3[C:26](=[O:27])[CH2:25][C:24]4[CH:28]=[C:29]([O:34][CH3:35])[C:30]([O:32][CH3:33])=[CH:31][C:23]=4[CH2:22][CH2:21]3)[CH2:14]2)[CH:6]=[CH:7][C:8]=1[O:9][CH3:10].[Se](=O)=[O:37]>O1CCOCC1.O.C(O)C>[CH3:1][O:2][C:3]1[CH:4]=[C:5]([CH2:11][CH2:12][N:13]2[CH2:18][CH2:17][CH2:16][CH:15]([CH2:19][N:20]3[C:26](=[O:27])[C:25](=[O:37])[C:24]4[CH:28]=[C:29]([O:34][CH3:35])[C:30]([O:32][CH3:33])=[CH:31][C:23]=4[CH2:22][CH2:21]3)[CH2:14]2)[CH:6]=[CH:7][C:8]=1[O:9][CH3:10] |f:2.3|. Procedure details: 3.8 g (0.0079 mol) of 3-[(N-(2-(3,4-dimethoxy-phenyl)-ethyl)-piperidin-3-yl)-methyl]-7, 8-dimethoxy-1,3,4,5-tetrahydro2H-3-benzazepin-2-one are added at 70° C. to a suspension of 1.4 g (0.0128 mol) of selenium dioxide and 0.8 g of kieselguhr in dioxan/water and refluxed for 16 hours. After cooling, the mixture is diluted with a little ethanol and suction filtered The filtrate is evaporated down in vacuo and purified over 310 g of aluminium oxide (neutral, activity II-III) with methylene chloride...